This data is from the Open Reaction Database (ORD), a public repository of structured organic reaction records. The task is: describe an organic reaction: reactants, conditions, products, and yield The reactants are Br, C=CC(=O)Cl, O=C([O-])[O-], CCOC(C)=O, [K+], [K+], NC1Cc2ccc(-c3ccc(=O)[nH]n3)cc2C1, C1CCOC1, O. Yields the product C=CC(=O)NC1Cc2ccc(-c3ccc(=O)[nH]n3)cc2C1. As a reaction SMILES: [BrH:6].[C:1]([CH:2]=[CH2:3])(=[O:4])[Cl:5].[C:25](=[O:26])([O-:27])[O-:28].[CH3:36][CH2:37][O:38][C:39](=[O:40])[CH3:41].[K+:29].[K+:30].[NH2:7][CH:8]1[CH2:9][c:10]2[cH:11][cH:12][c:13](-[c:17]3[cH:18][cH:19][c:20](=[O:23])[nH:21][n:22]3)[cH:14][c:15]2[CH2:16]1.[O:31]1[CH2:32][CH2:33][CH2:34][CH2:35]1.[OH2:24]>>[C:1]([CH:2]=[CH2:3])(=[O:4])[NH:7][CH:8]1[CH2:9][c:10]2[cH:11][cH:12][c:13](-[c:17]3[cH:18][cH:19][c:20](=[O:23])[nH:21][n:22]3)[cH:14][c:15]2[CH2:16]1. The reactants are OO, Oc1ccc2ccccc2c1, c1ccc2ccccc2c1. The product is Oc1cccc2ccccc12. As a reaction SMILES: [OH:11][OH:12].[cH:13]1[c:14]2[c:15]([cH:16][cH:17][cH:18][cH:19]2)[cH:20][cH:21][c:22]1[OH:23].[cH:1]1[cH:2][cH:3][c:4]2[cH:5][cH:6][cH:7][cH:8][c:9]2[cH:10]1>>[cH:1]1[cH:2][cH:3][c:4]2[cH:5][cH:6][cH:7][cH:8][c:9]2[c:10]1[OH:23]. Starting materials: Br, C[Mg], C1CCOC1, O, O=C1CCC(n2nnc3cnc4c(ccn4S(=O)(=O)c4ccccc4)c32)CC1. Product: CC1(O)CCC(n2nnc3cnc4c(ccn4S(=O)(=O)c4ccccc4)c32)CC1. Reaction SMILES: [Br:29].[CH3:30][Mg:31].[O:33]1[CH2:34][CH2:35][CH2:36][CH2:37]1.[OH2:32].[c:1]1([S:7](=[O:8])(=[O:9])[n:10]2[c:11]3[n:12][cH:13][c:14]4[n:15][n:16][n:17]([CH:22]5[CH2:23][CH2:24][C:25](=[O:28])[CH2:26][CH2:27]5)[c:18]4[c:19]3[cH:20][cH:21]2)[cH:2][cH:3][cH:4][cH:5][cH:6]1>>[c:1]1([S:7](=[O:8])(=[O:9])[n:10]2[c:11]3[n:12][cH:13][c:14]4[n:15][n:16][n:17]([CH:22]5[CH2:23][CH2:24][C:25]([OH:28])([CH3:30])[CH2:26][CH2:27]5)[c:18]4[c:19]3[cH:20][cH:21]2)[cH:2][cH:3][cH:4][cH:5][cH:6]1.